The task is: describe an organic reaction: reactants, conditions, products, and yield. This data is from the Open Reaction Database (ORD), a public repository of structured organic reaction records. Reactants: C(=O)(C(F)(F)F)O (TFA), FC1=C(OC2=C3C(=NC=C2)C=C(S3)C3=CC=C(C=N3)CN(C(OC(C)(C)C)=O)CCOC)C=CC(=C1)NC(=O)N1C(N(CC1)C1=CC=CC=C1)=S (tert-butyl (6-(7-(2-fluoro-4-(3-phenyl-2-thioxoimidazolidine-1-carboxamido)phenoxy)thieno[3,2-b]pyridin-2-yl)pyridin-3-yl)methyl(2-methoxyethyl)carbamate). Run in C(Cl)Cl (DCM). Reaction conditions: time 2 hour. Yields the product FC=1C=C(C=CC1OC1=C2C(=NC=C1)C=C(S2)C2=NC=C(C=C2)CNCCOC)NC(=O)N2C(N(CC2)C2=CC=CC=C2)=S (N-(3-fluoro-4-(2-(5-((2-methoxyethylamino)methyl)pyridin-2-yl)thieno[3,2-b]pyridin-7-yloxy)phenyl)-3-phenyl-2-thioxoimidazolidine-1-carboxamide). Isolated yield 85.2%. RXN SMILES: C(O)(C(F)(F)F)=O.[F:8][C:9]1[CH:43]=[C:42]([NH:44][C:45]([N:47]2[CH2:51][CH2:50][N:49]([C:52]3[CH:57]=[CH:56][CH:55]=[CH:54][CH:53]=3)[C:48]2=[S:58])=[O:46])[CH:41]=[CH:40][C:10]=1[O:11][C:12]1[CH:17]=[CH:16][N:15]=[C:14]2[CH:18]=[C:19]([C:21]3[N:26]=[CH:25][C:24]([CH2:27][N:28]([CH2:36][CH2:37][O:38][CH3:39])C(=O)OC(C)(C)C)=[CH:23][CH:22]=3)[S:20][C:13]=12>C(Cl)Cl>[F:8][C:9]1[CH:43]=[C:42]([NH:44][C:45]([N:47]2[CH2:51][CH2:50][N:49]([C:52]3[CH:53]=[CH:54][CH:55]=[CH:56][CH:57]=3)[C:48]2=[S:58])=[O:46])[CH:41]=[CH:40][C:10]=1[O:11][C:12]1[CH:17]=[CH:16][N:15]=[C:14]2[CH:18]=[C:19]([C:21]3[CH:22]=[CH:23][C:24]([CH2:27][NH:28][CH2:36][CH2:37][O:38][CH3:39])=[CH:25][N:26]=3)[S:20][C:13]=12. Procedure: TFA (1 ml, 12.98 mmol) was added to a suspension of 302 (0.093 g, 0.128 mmol) in DCM (1.000 ml) and the mixture was stirred at room temperature for 2 h. The reaction mixture was then concentrated under reduced pressure, the residue was dissolved in DCM, washed with 1N NaOH solution, water, dried over anhydrous sodium sulfate and concentrated affording title compound 303 (0.0714 g, 0.109 mmol, 85% yield) as white solid. The reactants are [H-].[Na+] (sodium hydride), O1CCCC1 (tetrahydrofuran), BrC(C(=O)Br)(C)C (2-bromo-2-methylpropionyl bromide), CO (methanol). Product: COC(C(=O)OC)(C)C (methyl 2-methoxy-2-methylpropionate), COC(C(=O)O)(C)C (2-methoxy-2-methylpropionic acid). Reaction SMILES: [H-].[Na+].[CH3:3][OH:4].Br[C:6]([CH3:11])([CH3:10])[C:7](Br)=[O:8].[O:12]1[CH2:16]CCC1>>[CH3:3][O:4][C:6]([CH3:11])([CH3:10])[C:7]([O:12][CH3:16])=[O:8].[CH3:16][O:12][C:6]([CH3:11])([CH3:10])[C:7]([OH:4])=[O:8] |f:0.1|. Reported procedure: To a mixture of sodium hydride (3.13 g, 130.5 mmol) in tetrahydrofuran at 0° C. was added methanol (5.3 mL, 130.5 mmol) and allowed to warm to room temperature. The reaction was cooled to 0° C. and 2-bromo-2-methylpropionyl bromide (5.4 mL, 43.5 mmol) was added. After warming to room temperature, the reaction was heated to 45° C. for 42 hours and then cooled to room temperature. The resulting mixture was filtered through diatomaceous earth with ether wash and the solvent was distilled off. The p... Starting materials: N[C@@H](CCCCN)C(=O)O (L-Lysine), C(C)OC(CSC1=CC(=C(OCC(=O)O)C=C1)C)COC1=CC=C(C=C1)C(F)(F)F ({4-[2-ethoxy-3-(4-trifluoromethyl-phenoxy)-propylsulfanyl]-2-methyl-phenoxy}-acetic acid), O (water). The solvent is CO (methanol). Yields the product O.O.N[C@@H](CCCCN)C(=O)O.C(C)OC(CSC1=CC(=C(OCC(=O)O)C=C1)C)COC1=CC=C(C=C1)C(F)(F)F ({4-[2-Ethoxy-3-(4-trifluoromethyl-phenoxy)-propylsulfanyl]-2-methyl-phenoxy}-acetic acid L-Lysine di-hydrate). As a reaction SMILES: [CH2:1]([O:3][CH:4]([CH2:19][O:20][C:21]1[CH:26]=[CH:25][C:24]([C:27]([F:30])([F:29])[F:28])=[CH:23][CH:22]=1)[CH2:5][S:6][C:7]1[CH:17]=[CH:16][C:10]([O:11][CH2:12][C:13]([OH:15])=[O:14])=[C:9]([CH3:18])[CH:8]=1)[CH3:2].[NH2:31][C@H:32]([C:38]([OH:40])=[O:39])[CH2:33][CH2:34][CH2:35][CH2:36][NH2:37].O>CO>[OH2:3].[OH2:39].[NH2:31][C@H:32]([C:38]([OH:40])=[O:39])[CH2:33][CH2:34][CH2:35][CH2:36][NH2:37].[CH2:1]([O:3][CH:4]([CH2:19][O:20][C:21]1[CH:26]=[CH:25][C:24]([C:27]([F:29])([F:28])[F:30])=[CH:23][CH:22]=1)[CH2:5][S:6][C:7]1[CH:17]=[CH:16][C:10]([O:11][CH2:12][C:13]([OH:15])=[O:14])=[C:9]([CH3:18])[CH:8]=1)[CH3:2] |f:4.5.6.7|. Procedure: A 4 L Erlenmeyer flask equipped with a magnetic stir bar and nitrogen outlet was charged with {4-[2-ethoxy-3-(4-trifluoromethyl-phenoxy)-propylsulfanyl]-2-methyl-phenoxy}-acetic acid (502 g, 1.05 mol 93% purity) and methanol (2.3 L). The flask was warmed on a hot plate with stirring and then charged with L-Lysine (153.5 g, 1.05 mmol). The reaction mixture was diluted with water (112.5 mL, 6.25 mol). The reaction mixture was stirred and heated until the solids were dissolved. Upon reaching reflux... Starting materials: C(CCCCCCC\C=C/C\C=C/CCCCC)=O ((9Z,12Z)-octadeca-9,12-dienal), CN(CCCN)C (N,N-dimethylpropane-1,3-diamine), C(C)(=O)O[BH-](OC(C)=O)OC(C)=O.[Na+] (sodium triacetoxyborohydride). Solvent: C(C)(=O)OCC (ethyl acetate), O1CCCC1 (tetrahydrofuran). Reaction conditions: time 2 hour. Yields the product CN(CCCNCCCCCCCC\C=C/C\C=C/CCCCC)C (N,N-dimethyl-N′-((9Z,12Z)-octadeca-9,12-dienyl)propane-1,3-diamine). Yield: 29.9%. Reaction SMILES: [CH:1](=O)[CH2:2][CH2:3][CH2:4][CH2:5][CH2:6][CH2:7][CH2:8]/[CH:9]=[CH:10]\[CH2:11]/[CH:12]=[CH:13]\[CH2:14][CH2:15][CH2:16][CH2:17][CH3:18].[CH3:20][N:21]([CH3:26])[CH2:22][CH2:23][CH2:24][NH2:25].C(O[BH-](OC(=O)C)OC(=O)C)(=O)C.[Na+]>O1CCCC1.C(OCC)(=O)C>[CH3:20][N:21]([CH3:26])[CH2:22][CH2:23][CH2:24][NH:25][CH2:1][CH2:2][CH2:3][CH2:4][CH2:5][CH2:6][CH2:7][CH2:8]/[CH:9]=[CH:10]\[CH2:11]/[CH:12]=[CH:13]\[CH2:14][CH2:15][CH2:16][CH2:17][CH3:18] |f:2.3|. Procedure: A solution of (9Z,12Z)-octadeca-9,12-dienal (1.06 g, 4.0 mmol) and N,N-dimethylpropane-1,3-diamine (408 mg, 4.0 mmol) in anhydrous tetrahydrofuran (15 mL) was stirred under nitrogen for 15 minutes then sodium triacetoxyborohydride (1.7 g, 8.0 mmol). The solution was stirred for 2 hours at room temperature. Upon completion, the solution was diluted with ethyl acetate (20 mL) and washed with sodium bicarbonate (2×15 mL) and brine (15 mL). The ethyl acetate layer was dried on magnesium sulfate, fil... Starting materials: CC#N, C#CCCCC(C)(C(=O)O)C(=O)O. Product: C#CCCCC(C)C(=O)O. As a reaction SMILES: [CH3:14][C:15]#[N:16].[CH3:1][C:2]([C:3](=[O:4])[OH:5])([C:6]([OH:7])=[O:8])[CH2:9][CH2:10][CH2:11][C:12]#[CH:13]>>[CH3:1][CH:2]([C:3](=[O:4])[OH:5])[CH2:9][CH2:10][CH2:11][C:12]#[CH:13]. Starting materials: CC(=O)Nc1cc(Br)ccc1OC1CCCC1, CCO, Cl, [Na+], [OH-]. The product is Nc1cc(Br)ccc1OC1CCCC1. As a reaction SMILES: [Br:2][c:3]1[cH:4][cH:5][c:6]([O:13][CH:14]2[CH2:15][CH2:16][CH2:17][CH2:18]2)[c:7]([NH:9][C:10](=[O:11])[CH3:12])[cH:8]1.[CH3:21][CH2:22][OH:23].[ClH:1].[Na+:20].[OH-:19]>>[Br:2][c:3]1[cH:4][cH:5][c:6]([O:13][CH:14]2[CH2:15][CH2:16][CH2:17][CH2:18]2)[c:7]([NH2:9])[cH:8]1. Reactants: O1C(COC2=C1C=CC=C2)CN (2,3-Dihydro-1,4-benzodioxin-2-methanamine), [I-].[Na+] (sodium iodide), CN(C)C=O (DMF), ClCCCOC1=C2C=CC(NC2=CC=C1)=O (5-(3-chloropropoxy)carbostyril), C(C)(C)N(CC)C(C)C (diisopropylethylamine). Run at temperature 80 celsius. The product is O1C(COC2=C1C=CC=C2)CNCCCON2C(C=CC1=CC=CC=C21)=O (3-[[(2,3-Dihydro-1,4-benzodioxin-2-yl)methyl]amino]propoxyl-2(1H)-quinolinone). RXN SMILES: [O:1]1[C:6]2[CH:7]=[CH:8][CH:9]=[CH:10][C:5]=2[O:4][CH2:3][CH:2]1[CH2:11][NH2:12].ClCCCO[C:18]1[CH:27]=[CH:26][CH:25]=[C:24]2[C:19]=1[CH:20]=[CH:21][C:22](=[O:28])[NH:23]2.[CH:29](N(C(C)C)CC)([CH3:31])[CH3:30].[I-].[Na+].CN(C=[O:44])C>>[O:1]1[C:6]2[CH:7]=[CH:8][CH:9]=[CH:10][C:5]=2[O:4][CH2:3][CH:2]1[CH2:11][NH:12][CH2:30][CH2:29][CH2:31][O:44][N:23]1[C:24]2[C:19](=[CH:18][CH:27]=[CH:26][CH:25]=2)[CH:20]=[CH:21][C:22]1=[O:28] |f:3.4|. Procedure details: 2,3-Dihydro-1,4-benzodioxin-2-methanamine (0.56 g, 4.0 mmole), 5-(3-chloropropoxy)carbostyril (0.70 g, 3.1 mmole), diisopropylethylamine (0.65 g, 5.0 mmole) and sodium iodide (1.0 g, 6.5 mmole) were combined in 50 ml of DMF and heated at 80° C. for 24 hours under a nitrogen atmosphere. The solvent was then removed and replaced with 250 ml of dichloromethane. The mixture was washed with an equal volume of saturated aqueous sodium bicarbonate, with saturated aqueous sodium chloride, dried over sod...